From a dataset of the Open Reaction Database (ORD), a public repository of structured organic reaction records. describe an organic reaction: reactants, conditions, products, and yield The reactants are ClC1=C(C=CC=C1)[N+](=O)[O-] (o-chloronitrobenzene), [F-].[K+] (potassium fluoride), C1COCCOCCOCCOCCOCCO1 (18-crown-6), C1CCCS1(=O)=O (tetramethylenesulfone). Run at temperature 110 celsius. Product: FC1=C(C=CC=C1)[N+](=O)[O-] (o-fluoronitrobenzene), C1CCCS1(=O)=O (tetramethylenesulfone). Isolated yield 99.2%. RXN SMILES: Cl[C:2]1[CH:7]=[CH:6][CH:5]=[CH:4][C:3]=1[N+:8]([O-:10])=[O:9].[F-:11].[K+].C1OCCOCCOCCOCCOCCOC1.[CH2:31]1[S:35](=[O:37])(=[O:36])[CH2:34][CH2:33][CH2:32]1>>[F:11][C:2]1[CH:7]=[CH:6][CH:5]=[CH:4][C:3]=1[N+:8]([O-:10])=[O:9].[CH2:34]1[S:35](=[O:37])(=[O:36])[CH2:31][CH2:32][CH2:33]1 |f:1.2|. Procedure: 1,300 parts of o-chloronitrobenzene, 960 parts of potassium fluoride and 82.5 parts of 18-crown-6 in 1,300 parts of tetramethylenesulfone are stirred under nitrogen for 30 hours at 180° C. The solution is cooled to 110° C. and filtered, the solid residue is rinsed with 500 parts of methylene chloride and the filtrates are combined and distilled. 932 parts (80% of theory) of o-fluoronitrobenzene of boiling point 55°-57° C./1.2 mm Hg and 1,290 parts (99.2% of theory) of tetramethylenesulfone of bo... Starting materials: B(OC(C)C)(OC(C)C)OC(C)C (triisopropyl borate), 16.00, BrC1=CC(=CC2=CC=CC=C12)C=1C2=CC=CC=C2C=2C=CC=CC2C1 (4-bromo-2-(9-phenanthrenyl)naphthalene), C(CCC)[Li] (n-butyllithium), CCCCCC (hexane), Cl (hydrochloric acid). The solvent is ClCCl (dichloromethane), C1CCOC1 (THF). Conditions: temperature -70 celsius, time 8 hour. The product is C1=CC=CC=2C3=CC=CC=C3C(=CC12)C1=CC2=CC=CC=C2C(=C1)B(O)O (2-(9-phenanthrenyl)naphthalene-4-boronic acid). Yield: 37.0%. Reaction SMILES: Br[C:2]1[C:11]2[C:6](=[CH:7][CH:8]=[CH:9][CH:10]=2)[CH:5]=[C:4]([C:12]2C3C([C:19]4[CH:20]=[CH:21][CH:22]=[CH:23][C:24]=4[CH:25]=2)=CC=CC=3)[CH:3]=1.C([Li])CCC.[B:31](OC(C)C)([O:36]C(C)C)[O:32]C(C)C.Cl.[CH3:45][CH2:46][CH2:47][CH2:48][CH2:49][CH3:50]>ClCCl.C1COCC1>[CH:23]1[C:24]2[CH:25]=[C:12]([C:4]3[CH:5]=[C:6]([B:31]([OH:36])[OH:32])[C:7]4[C:2](=[CH:11][CH:10]=[CH:9][CH:8]=4)[CH:3]=3)[C:46]3[C:47](=[CH:48][CH:49]=[CH:50][CH:45]=3)[C:19]=2[CH:20]=[CH:21][CH:22]=1. Procedure: In argon atmosphere, a liquid mixture of 16.00 (41.74 mmol) of 4-bromo-2-(9-phenanthrenyl)naphthalene and 160 ml of dry THF was cooled to −70° C., and 32.2 ml (38.4 mmol) of a 1.56 M hexane solution of n-butyllithium was added dropwise under stirring. Further, the reaction mixture was stirred at −70° C. for 3 h. After adding 18.06 g (96.04 mmol) of triisopropyl borate while maintaining the temperature at −60° C. or lower, the mixture was stirred for one hour. The reaction mixture was heated, sti... Reactants: C1(=CC=CC=C1)N1N=C(C=C1CCC=O)CCC (3-(1-phenyl-3-propyl-1H-pyrazol-5-yl)propanal), [BH-](OC(=O)C)(OC(=O)C)OC(=O)C.[Na+] (NaBH(OAc)3), FC1=C(C=CC=C1)N1CCNCC1 (1-(2-fluorophenyl)piperazine), CCN(C(C)C)C(C)C (DIPEA). Product: FC1=C(C=CC=C1)N1CCN(CC1)CCCC1=CC(=NN1C1=CC=CC=C1)CCC (1-(2-fluorophenyl)-4-(3-(1-phenyl-3-propyl-1H-pyrazol-5-yl)propyl)piperazine). As a reaction SMILES: [C:1]1([N:7]2[C:11]([CH2:12][CH2:13][CH:14]=O)=[CH:10][C:9]([CH2:16][CH2:17][CH3:18])=[N:8]2)[CH:6]=[CH:5][CH:4]=[CH:3][CH:2]=1.[F:19][C:20]1[CH:25]=[CH:24][CH:23]=[CH:22][C:21]=1[N:26]1[CH2:31][CH2:30][NH:29][CH2:28][CH2:27]1.CCN(C(C)C)C(C)C.[BH-](OC(C)=O)(OC(C)=O)OC(C)=O.[Na+]>>[F:19][C:20]1[CH:25]=[CH:24][CH:23]=[CH:22][C:21]=1[N:26]1[CH2:31][CH2:30][N:29]([CH2:14][CH2:13][CH2:12][C:11]2[N:7]([C:1]3[CH:6]=[CH:5][CH:4]=[CH:3][CH:2]=3)[N:8]=[C:9]([CH2:16][CH2:17][CH3:18])[CH:10]=2)[CH2:28][CH2:27]1 |f:3.4|. Procedure: 151 mg (82%) of target compound was obtained by using a method same as in Example 1 by using 3-(1-phenyl-3-propyl-1H-pyrazol-5-yl)propanal (100 mg, 0.413 mmol), 1-(2-fluorophenyl)piperazine (74 mg, 0.413 mmol), DIPEA (0.110 mL, 0.620 mmol) and NaBH(OAc)3 (263 mg, 1.239 mmol). The reactants are O=C(c1ccc(Cl)cc1)c1cc(Cl)c2c(c1Cl)CC(C(=O)O)O2, Cl, NO, c1ccncc1. The product is O=C(O)C1Cc2c(Cl)c(C(=NO)c3ccc(Cl)cc3)cc(Cl)c2O1. RXN SMILES: [Cl:1][c:2]1[cH:3][cH:4][c:5]([C:6](=[O:7])[c:8]2[c:9]([Cl:21])[c:10]3[c:11]([c:18]([Cl:20])[cH:19]2)[O:12][CH:13]([C:15](=[O:16])[OH:17])[CH2:14]3)[cH:22][cH:23]1.[ClH:24].[NH2:25][OH:26].[cH:27]1[cH:28][cH:29][n:30][cH:31][cH:32]1>>[Cl:1][c:2]1[cH:3][cH:4][c:5]([C:6]([c:8]2[c:9]([Cl:21])[c:10]3[c:11]([c:18]([Cl:20])[cH:19]2)[O:12][CH:13]([C:15](=[O:16])[OH:17])[CH2:14]3)=[N:25][OH:26])[cH:22][cH:23]1. The reactants are C(C)(C)(C)OC(N(CC1=NNC(=N1)C)C)=O (methyl-(5-methyl-1H-[1,2,4]triazol-3-ylmethyl)-carbamic acid tert-butyl ester), C(=O)([O-])[O-].[Cs+].[Cs+] (Cs2CO3), BrCC(=O)OCC1=CC=CC=C1 (benzyl bromoacetate). Run in CC#N (MeCN). Reaction conditions: time 8 hour. Product: C(C)(C)(C)OC(=O)N(C)CC1=NN(C(=N1)C)CC(=O)OCC1=CC=CC=C1 (benzyl 2-(3-(((tert-butoxycarbonyl)(methyl)amino)methyl)-5-methyl-1H-1,2,4-triazol-1-yl)acetate). RXN SMILES: [C:1]([O:5][C:6](=[O:16])[N:7]([CH3:15])[CH2:8][C:9]1[N:13]=[C:12]([CH3:14])[NH:11][N:10]=1)([CH3:4])([CH3:3])[CH3:2].C([O-])([O-])=O.[Cs+].[Cs+].Br[CH2:24][C:25]([O:27][CH2:28][C:29]1[CH:34]=[CH:33][CH:32]=[CH:31][CH:30]=1)=[O:26]>CC#N>[C:1]([O:5][C:6]([N:7]([CH2:8][C:9]1[N:13]=[C:12]([CH3:14])[N:11]([CH2:24][C:25]([O:27][CH2:28][C:29]2[CH:34]=[CH:33][CH:32]=[CH:31][CH:30]=2)=[O:26])[N:10]=1)[CH3:15])=[O:16])([CH3:4])([CH3:3])[CH3:2] |f:1.2.3|. Reported procedure: To a solution of methyl-(5-methyl-1H-[1,2,4]triazol-3-ylmethyl)-carbamic acid tert-butyl ester (470 mg) in MeCN (20 mL) was added Cs2CO3 (677 mg) followed by benzyl bromoacetate (0.343 mL). The reaction mixture was stirred at RT overnight and evaporated to dryness. The residue was taken up in DCM and washed with water. The aq. layers were extracted with DCM, the combined org. layers were dried (Na2SO4), filtered off and evaporated in vacuo. The residue was purified by CC (silica gel, Hept/EA 1/1... Starting materials: [Br-].[Al+3].[Br-].[Br-] (aluminum bromide), CC12S[C@H]3N(C1(C(=O)OCC(Cl)(Cl)Cl)C2)C(C3NC(CC3=CC=CC=C3)=O)=O (2,2,2-trichloroethyl 2-methyl-2,3-methylene-6-(2-phenylacetamido)penam-3-carboxylate). Solvent: ClCCl (dichloromethane), ClCCl (dichloromethane). Reaction conditions: time 4.5 hour. Product: CC1S[C@H]2N(C(=C1)C(=O)OCC(Cl)(Cl)Cl)C(C2NC(CC2=CC=CC=C2)=O)=O (2,2,2-trichloroethyl 2-methyl-7-(2-phenylacetamido)-3-cephem-4-carboxylate). Yield: 71.7%. As a reaction SMILES: [Br-].[Al+3].[Br-].[Br-].[CH3:5][C:6]12[CH2:19][C:10]1([C:11]([O:13][CH2:14][C:15]([Cl:18])([Cl:17])[Cl:16])=[O:12])[N:9]1[C:20](=[O:32])[CH:21]([NH:22][C:23](=[O:31])[CH2:24][C:25]3[CH:30]=[CH:29][CH:28]=[CH:27][CH:26]=3)[C@H:8]1[S:7]2>ClCCl>[CH3:5][CH:6]1[CH:19]=[C:10]([C:11]([O:13][CH2:14][C:15]([Cl:16])([Cl:17])[Cl:18])=[O:12])[N:9]2[C:20](=[O:32])[CH:21]([NH:22][C:23](=[O:31])[CH2:24][C:25]3[CH:26]=[CH:27][CH:28]=[CH:29][CH:30]=3)[C@H:8]2[S:7]1 |f:0.1.2.3|. Reported procedure: A solution of aluminum bromide (3.4 g.) in dried dichloromethane (20 ml.) was dropwise added at -10° C. over about 10 minutes to a solution of 2,2,2-trichloroethyl 2-methyl-2,3-methylene-6-(2-phenylacetamido)penam-3-carboxylate (4.6 g.) in dried dichloromethane (30 ml.). After addition, the reaction mixture was stirred for 4.5 hours at room temperature, washed in turn with 2% hydrochloric acid (30 ml.) three times, a saturated sodium bicarbonate aqueous solution and a saturated sodium chloride a... The reactants are CC(C)(C)OC(=O)NCC(CCNS(=O)(=O)c1cccc2cnccc12)c1ccccc1, CCOCC, O=C(O)C(F)(F)F. Yields the product NCC(CCNS(=O)(=O)c1cccc2cnccc12)c1ccccc1. RXN SMILES: [C:1]([O:2][C:3](=[O:4])[NH:8][CH2:9][CH:10]([CH2:11][CH2:12][NH:13][S:14](=[O:15])(=[O:16])[c:17]1[c:18]2[cH:19][cH:20][n:21][cH:22][c:23]2[cH:24][cH:25][cH:26]1)[c:27]1[cH:28][cH:29][cH:30][cH:31][cH:32]1)([CH3:5])([CH3:6])[CH3:7].[CH2:33]([O:34][CH2:35][CH3:36])[CH3:37].[OH:38][C:39]([C:40]([F:41])([F:42])[F:43])=[O:44]>>[NH2:8][CH2:9][CH:10]([CH2:11][CH2:12][NH:13][S:14](=[O:15])(=[O:16])[c:17]1[c:18]2[cH:19][cH:20][n:21][cH:22][c:23]2[cH:24][cH:25][cH:26]1)[c:27]1[cH:28][cH:29][cH:30][cH:31][cH:32]1.